This data is from the Open Reaction Database (ORD), a public repository of structured organic reaction records. The task is: describe an organic reaction: reactants, conditions, products, and yield Starting materials: ( 62.61 ), C(C)ON (ethoxyamine), ( 12.54 ), ( 7.17 ), ( 7.11 ), ( 12.49 ), ( 4.55 ), ( 62.56 ), ( 4.57 ), C(C)OC(C1=C(C(=CC=C1)F)F)=O (ethyl-2,3 difluorobenzoate), [S-2].[Na+].[Na+] (sodium sulfide). Run in C(C)(=O)OCC (ethyl acetate), O (water), C(CC(O)(C(=O)O)CC(=O)O)(=O)O (citric acid), CCOC(=O)C (EtOAc), CN(C)C=O (DMF). Reaction conditions: time 10 hour. Yields the product C(C)OC(C1=C(C(=CC=C1)F)S)=O (3-Fluoro-2-mercapto-benzoic acid ethyl ester). Reaction SMILES: C(ON)C.[CH2:5]([O:7][C:8](=[O:17])[C:9]1[CH:14]=[CH:13][CH:12]=[C:11]([F:15])[C:10]=1F)[CH3:6].[S-2:18].[Na+].[Na+]>CN(C=O)C.C(OCC)(=O)C.O.C(O)(=O)CC(CC(O)=O)(C(O)=O)O>[CH2:5]([O:7][C:8](=[O:17])[C:9]1[CH:14]=[CH:13][CH:12]=[C:11]([F:15])[C:10]=1[SH:18])[CH3:6] |f:2.3.4|. Reported procedure: Example 37(a) was prepared in a similar manner to that described for Example 35(a) except that the starting material described below was employed and that ethoxyamine was used instead of propylamine: 1H NMR (300 MHz, CDCl3) δ 8.59 (m, 1H), 8.08 (d, 1H), 7.88 (d, 1H, J=16.4 Hz), 7.79 (t, 1H), 7.65 (d, 1H), 7.60 (m, 1H), 7.50 (d, 1H, J=16.4 Hz), 7.40 (t, 1H), 7.36 (d, 1H), 7.28 (s, 1H), 7.23 (m, 1H), 7.10 (d, 1H), 3.90 (q, 2H), 1.19 (t, 3H). LCMS (100% area) Rt=4.85 min, (pos) [M+H]/z Calc'd 435.1...